From a dataset of the Open Reaction Database (ORD), a public repository of structured organic reaction records. describe an organic reaction: reactants, conditions, products, and yield Starting materials: C(C)(C)(C)OC(=O)NC1=CN=C2C=CC(N(C2=C1)CCN1CCC(CC1)N(C(OC(C)(C)C)=O)CC1=CC2=C(C=N1)OCCO2)=O (tert-butyl (1-(2-(7-((tert-butoxycarbonyl)amino)-2-oxo-1,5-naphthyridin-1(2H)-yl)ethyl)piperidin-4-yl)(2,3-dihydro(1,4)dioxino(2,3-c)pyridin-7-ylmethyl)carbamate), Cl.C(C)(=O)OCC (hydrogen chloride ethyl acetate). The solvent is CO (methanol). Reaction conditions: time 18 hour. The product is NC1=CN=C2C=CC(N(C2=C1)CCN1CCC(CC1)NCC1=CC2=C(C=N1)OCCO2)=O (7-amino-1-(2-(4-((2,3-dihydro(1,4)dioxino(2,3-c)pyridin-7-ylmethyl)amino)piperidin-1-yl)ethyl)-1,5-naphthyridin-2(1H)-one). Yield: 68.5%. Reaction SMILES: C(OC([NH:8][C:9]1[CH:18]=[C:17]2[C:12]([CH:13]=[CH:14][C:15](=[O:46])[N:16]2[CH2:19][CH2:20][N:21]2[CH2:26][CH2:25][CH:24]([N:27]([CH2:35][C:36]3[N:41]=[CH:40][C:39]4[O:42][CH2:43][CH2:44][O:45][C:38]=4[CH:37]=3)C(=O)OC(C)(C)C)[CH2:23][CH2:22]2)=[N:11][CH:10]=1)=O)(C)(C)C.Cl.C(OCC)(=O)C>CO>[NH2:8][C:9]1[CH:18]=[C:17]2[C:12]([CH:13]=[CH:14][C:15](=[O:46])[N:16]2[CH2:19][CH2:20][N:21]2[CH2:22][CH2:23][CH:24]([NH:27][CH2:35][C:36]3[N:41]=[CH:40][C:39]4[O:42][CH2:43][CH2:44][O:45][C:38]=4[CH:37]=3)[CH2:25][CH2:26]2)=[N:11][CH:10]=1 |f:1.2|. Reported procedure: To a solution of 0.66 g of tert-butyl (1-(2-(7-((tert-butoxycarbonyl)amino)-2-oxo-1,5-naphthyridin-1(2H)-yl)ethyl)piperidin-4-yl)(2,3-dihydro(1,4)dioxino(2,3-c)pyridin-7-ylmethyl)carbamate in 8 mL of methanol, 8 mL of a 4 mol/L hydrogen chloride/ethyl acetate solution was added at room temperature, the mixture was stirred for 18 hours, and then the solid was filtered off. Subsequently, the solid was suspended in 3 mL of chloroform, thereto was added 6 mL of trifluoroacetic acid at room temperatu...